Dataset: the Open Reaction Database (ORD), a public repository of structured organic reaction records. Task: describe an organic reaction: reactants, conditions, products, and yield The reactants are BrCC1CCN(CC1)C(=O)OCC[Si](C)(C)C (2-trimethylsilanylethyl 4-bromomethylpiperidine-1-carboxylate), solution, C[Si](C)(C)[N-][Si](C)(C)C.[Na+] (NaHMDS), C(C=C)[C@@H]1N([C@H]([C@H](OC1=O)C1=CC=CC=C1)C1=CC=CC=C1)C(=O)OC(C)(C)C (tert-butyl (3S,5S,6R)-3-allyl-2-oxo-5,6-diphenylmorpholine-4-carboxylate), C1COCCOCCOCCOCCO1 (15-crown-5), [Cl-].[NH4+] (ammonium chloride). The solvent is C1CCOC1 (THF), C1CCOC1 (THF). Conditions: temperature -78 celsius, time 10 minute. The product is C(C=C)[C@]1(N([C@H]([C@H](OC1=O)C1=CC=CC=C1)C1=CC=CC=C1)C(=O)OC(C)(C)C)CC1CCN(CC1)C(=O)OCC[Si](C)(C)C (tert-Butyl (3S,5S,6R)-3-allyl-2-oxo-5,6-diphenyl-3-[1-(2-trimethylsilanylethoxycarbonyl)piperidin-4-ylmethyl]morpholine-4-carboxylate). RXN SMILES: [CH2:1]([C@H:4]1[C:9](=[O:10])[O:8][C@H:7]([C:11]2[CH:16]=[CH:15][CH:14]=[CH:13][CH:12]=2)[C@H:6]([C:17]2[CH:22]=[CH:21][CH:20]=[CH:19][CH:18]=2)[N:5]1[C:23]([O:25][C:26]([CH3:29])([CH3:28])[CH3:27])=[O:24])[CH:2]=[CH2:3].C1OCCOCCOCCOCCOC1.C[Si]([N-][Si](C)(C)C)(C)C.[Na+].Br[CH2:56][CH:57]1[CH2:62][CH2:61][N:60]([C:63]([O:65][CH2:66][CH2:67][Si:68]([CH3:71])([CH3:70])[CH3:69])=[O:64])[CH2:59][CH2:58]1.[Cl-].[NH4+]>C1COCC1>[CH2:1]([C@:4]1([CH2:56][CH:57]2[CH2:62][CH2:61][N:60]([C:63]([O:65][CH2:66][CH2:67][Si:68]([CH3:69])([CH3:71])[CH3:70])=[O:64])[CH2:59][CH2:58]2)[C:9](=[O:10])[O:8][C@H:7]([C:11]2[CH:16]=[CH:15][CH:14]=[CH:13][CH:12]=2)[C@H:6]([C:17]2[CH:22]=[CH:21][CH:20]=[CH:19][CH:18]=2)[N:5]1[C:23]([O:25][C:26]([CH3:29])([CH3:28])[CH3:27])=[O:24])[CH:2]=[CH2:3] |f:2.3,5.6|. Procedure: 4.9 g of tert-butyl (3S,5S,6R)-3-allyl-2-oxo-5,6-diphenylmorpholine-4-carboxylate were dissolved in 100 ml of THF. 14.9 ml of 15-crown-5 were added, and the mixture was cooled to −78° C. Then 6.8 ml of a 2 M solution of NaHMDS in THF were added dropwise. The mixture was stirred for 10 min and then 8 g of 2-trimethylsilanylethyl 4-bromomethylpiperidine-1-carboxylate were added dropwise. The mixture was allowed to warm to 0° C. over the course of 6 h, and the reaction was then stopped by adding 50... The reactants are [N+](=O)([O-])C1=CC=C(C=C1)CC(=O)O (p-nitrophenylacetic acid), ClC=1C=C(C=O)C=CC1Cl (3,4-dichlorobenzaldehyde). Run in N1CCCCC1 (piperidine). Conditions: temperature 155 celsius. Product: ClC1=C(C=C(C=C1)C=CC1=CC=C(C=C1)[N+](=O)[O-])Cl (1,2-Dichloro-4-[2-(4-nitrophenyl)ethenyl]-benzene). Isolated yield 27.5%. RXN SMILES: [N+:1]([C:4]1[CH:9]=[CH:8][C:7]([CH2:10][C:11](O)=O)=[CH:6][CH:5]=1)([O-:3])=[O:2].[Cl:14][C:15]1[CH:16]=[C:17]([CH:20]=[CH:21][C:22]=1[Cl:23])C=O>N1CCCCC1>[Cl:14][C:15]1[CH:16]=[CH:17][C:20]([CH:11]=[CH:10][C:7]2[CH:8]=[CH:9][C:4]([N+:1]([O-:3])=[O:2])=[CH:5][CH:6]=2)=[CH:21][C:22]=1[Cl:23]. Procedure: A mixture of p-nitrophenylacetic acid (51.23 g, 0.28 mol) and 3,4-dichlorobenzaldehyde (49.50 g, 0.28 mol) in piperidine (50 mL) was heated to 150-160° C. for 5 hours under a N2 atmosphere. After cooling the reaction mixture, the precipitate was triturated in boiling methanol (MeOH) (50 mL) and then cooled to −5° C. for 12 hours. The crystalline precipitate was filtered off, rinsed with cold MeOH and dried at room temperature in a vacuum oven overnight to yield an orange solid, 22.71 g (0.077 mo... Starting materials: C(=O)(C(F)(F)F)O (TFA), ClC1=C(C=C(C=C1NC1=NN2C(C(=N1)N(CC1=CC=C(C=C1)OC)C1CC1)=NC=C2C#N)C#N)N2C[C@H]([C@@H](CC2)NC(OC(C)(C)C)=O)O[Si](C(C)C)(C(C)C)C(C)C (tert-butyl ((3R,4R)-1-(2-chloro-5-cyano-3-((7-cyano-4-(cyclopropyl(4-methoxybenzyl)amino)imidazo[2,1-f][1,2,4]triazin-2-yl)amino)phenyl)-3-((triisopropylsilyl)oxy)piperidin-4-yl)carbamate), C1(=CC=CC=C1)OC (anisole). The solvent is ClCCl (dichloromethane), ClCCl (dichloromethane). Run at temperature 30 celsius, time 8 hour. The product is N[C@H]1[C@@H](CN(CC1)C=1C(=C(C=C(C1)C#N)NC1=NN2C(C(=N1)NC1CC1)=NC=C2C#N)Cl)O[Si](C(C)C)(C(C)C)C(C)C (2-((3-((3R,4R)-4-amino-3-((triisopropylsilyl)oxy)piperidin-1-yl)-2-chloro-5-cyanophenyl)amino)-4-(cyclopropylamino)imidazo[2,1-f][1,2,4]triazine-7-carbonitrile). Yield: 92.6%. RXN SMILES: C(O)(C(F)(F)F)=O.[Cl:8][C:9]1[C:14]([NH:15][C:16]2[N:21]=[C:20]([N:22]([CH:32]3[CH2:34][CH2:33]3)CC3C=CC(OC)=CC=3)[C:19]3=[N:35][CH:36]=[C:37]([C:38]#[N:39])[N:18]3[N:17]=2)=[CH:13][C:12]([C:40]#[N:41])=[CH:11][C:10]=1[N:42]1[CH2:47][CH2:46][C@@H:45]([NH:48]C(=O)OC(C)(C)C)[C@H:44]([O:56][Si:57]([CH:64]([CH3:66])[CH3:65])([CH:61]([CH3:63])[CH3:62])[CH:58]([CH3:60])[CH3:59])[CH2:43]1.C1(OC)C=CC=CC=1>ClCCl>[NH2:48][C@@H:45]1[CH2:46][CH2:47][N:42]([C:10]2[C:9]([Cl:8])=[C:14]([NH:15][C:16]3[N:21]=[C:20]([NH:22][CH:32]4[CH2:33][CH2:34]4)[C:19]4=[N:35][CH:36]=[C:37]([C:38]#[N:39])[N:18]4[N:17]=3)[CH:13]=[C:12]([C:40]#[N:41])[CH:11]=2)[CH2:43][C@H:44]1[O:56][Si:57]([CH:61]([CH3:63])[CH3:62])([CH:64]([CH3:66])[CH3:65])[CH:58]([CH3:59])[CH3:60]. Procedure details: TFA (1 mL, 3.24 mmol) was added to a solution of tert-butyl ((3R,4R)-1-(2-chloro-5-cyano-3-((7-cyano-4-(cyclopropyl(4-methoxybenzyl)amino)imidazo[2,1-f][1,2,4]triazin-2-yl)amino)phenyl)-3-((triisopropylsilyl)oxy)piperidin-4-yl)carbamate (184 mg, 0.219 mmol) and anisole (20 μl, 0.183 mmol) in dichloromethane (1 mL) and the reaction solution was stirred at 30° C. overnight. LCMS showed completion of reaction. The reaction mixture was diluted with dichloromethane and washed with cold saturated sodi... Starting materials: OC1=NOC(=C1)C1=CC=C(C=C1)O (3-Hydroxy-5-(4-hydroxyphenyl)isoxazole), C(C)(C)(C)OC(=O)NCCO (2-(N-tert-butoxycarbonylamino)ethanol). Yields the product C(C)(C)(C)OC(=O)NCCOC1=NOC(=C1)C1=CC=C(C=C1)O (3-(2-(N-tert-Butoxycarbonylamino)ethoxy)-5-(4-hydroxyphenyl)isoxazole). Yield: 66.4%. Reaction SMILES: [OH:1][C:2]1[CH:6]=[C:5]([C:7]2[CH:12]=[CH:11][C:10]([OH:13])=[CH:9][CH:8]=2)[O:4][N:3]=1.[C:14]([O:18][C:19]([NH:21][CH2:22][CH2:23]O)=[O:20])([CH3:17])([CH3:16])[CH3:15]>>[C:14]([O:18][C:19]([NH:21][CH2:22][CH2:23][O:1][C:2]1[CH:6]=[C:5]([C:7]2[CH:12]=[CH:11][C:10]([OH:13])=[CH:9][CH:8]=2)[O:4][N:3]=1)=[O:20])([CH3:17])([CH3:16])[CH3:15]. Procedure details: 3-Hydroxy-5-(4-hydroxyphenyl)isoxazole (0.1 g) and 2-(N-tert-butoxycarbonylamino)ethanol (0.1 g) were subjected to reaction and post-treatment in a similar manner to that described in Example 9(a) to obtain the title compound (0.12 g, 67%) as a colorless powder. Product: CC1=CC=C(S1)C1=CC(SC2=CC=C(C=C12)C#CC1=CC=C(C(=O)O)C=C1)(C)C (4-[[4-(5-methyl-thiophen-2-yl)-2,2-dimethyl-(2H)-thiochromen-6-yl]-ethynyl]-benzoic acid). The yield is 82.0%. Reaction conditions: time 8 hour. Solvent: C1CCOC1 (THF), CCO (EtOH). RXN SMILES: [CH3:1][C:2]1[S:6][C:5]([C:7]2[C:16]3[C:11](=[CH:12][CH:13]=[C:14]([C:17]#[C:18][C:19]4[CH:29]=[CH:28][C:22]([C:23]([O:25]CC)=[O:24])=[CH:21][CH:20]=4)[CH:15]=3)[S:10][C:9]([CH3:31])([CH3:30])[CH:8]=2)=[CH:4][CH:3]=1.[OH-].[Na+].Cl>C1COCC1.CCO>[CH3:1][C:2]1[S:6][C:5]([C:7]2[C:16]3[C:11](=[CH:12][CH:13]=[C:14]([C:17]#[C:18][C:19]4[CH:20]=[CH:21][C:22]([C:23]([OH:25])=[O:24])=[CH:28][CH:29]=4)[CH:15]=3)[S:10][C:9]([CH3:31])([CH3:30])[CH:8]=2)=[CH:4][CH:3]=1 |f:1.2|. The reactants are CC1=CC=C(S1)C1=CC(SC2=CC=C(C=C12)C#CC1=CC=C(C(=O)OCC)C=C1)(C)C (ethyl 4-[[4-(5-methylthiophen-2-yl)-2,2-dimethyl-(2H)-thiochromen-6-yl]-ethynyl]-benzoate), CC1=CC=C(S1)C1=CC(SC2=CC=C(C=C12)C#CC1=CC=C(C(=O)OCC)C=C1)(C)C (ethyl 4-[[4-(5-methylthiophen-2-yl)-2,2-dimethyl-(2H)-thiochromen-6-yl]-ethynyl]-benzoate), [OH-].[Na+] (NaOH), aqueous solution, Cl (HCl). Procedure: To a solution of ethyl 4-[[4-(5-methylthiophen-2-yl)-2,2-dimethyl-(2H)-thiochromen-6-yl]-ethynyl]-benzoate (Compound 230, 143.0 mg, 0.322 mmol) in 3.0 mL THF and 3.0 mL EtOH was added NaOH (160.0 mg, 4.0 mmol, 4.0 mL of a 1M aqueous solution). The resulting solution was stirred overnight at room temperature. The reaction mixture was acidified with 10% aqueous HCl and extracted with EtOAc. The combined organic layers were washed with H2O, saturated aqueous NaCl, and dried (Na2SO4) before removing... Starting materials: O=C([O-])[O-], COCCOC, CCO, CB(O)O, O=C1OCCc2c(I)csc21, [Na+], [Na+], [Na+], [Na+], O=C([O-])O, [OH-], O, O, Cc1ccc(S(=O)(=O)O)cc1, c1ccc(P(c2ccccc2)(c2ccccc2)[Pd](P(c2ccccc2)(c2ccccc2)c2ccccc2)(P(c2ccccc2)(c2ccccc2)c2ccccc2)P(c2ccccc2)(c2ccccc2)c2ccccc2)cc1. The product is Cc1csc2c1CCOC2=O. As a reaction SMILES: [C:16](=[O:17])([O-:18])[O-:19].[CH2:122]([CH2:123][O:124][CH3:125])[O:126][CH3:127].[CH3:118][CH2:119][OH:120].[CH3:12][B:13]([OH:14])[OH:15].[I:1][c:2]1[cH:3][s:4][c:5]2[c:10]1[CH2:9][CH2:8][O:7][C:6]2=[O:11].[Na+:20].[Na+:21].[Na+:23].[Na+:40].[O-:36][C:37]([OH:38])=[O:39].[OH-:22].[OH2:121].[OH2:24].[c:25]1([CH3:26])[cH:27][cH:28][c:29]([S:30]([OH:31])(=[O:32])=[O:33])[cH:34][cH:35]1.[cH:41]1[cH:42][cH:43][c:44]([P:45]([Pd:46]([P:47]([c:48]2[cH:49][cH:50][cH:51][cH:52][cH:53]2)([c:54]2[cH:55][cH:56][cH:57][cH:58][cH:59]2)[c:60]2[cH:61][cH:62][cH:63][cH:64][cH:65]2)([P:66]([c:67]2[cH:68][cH:69][cH:70][cH:71][cH:72]2)([c:73]2[cH:74][cH:75][cH:76][cH:77][cH:78]2)[c:79]2[cH:80][cH:81][cH:82][cH:83][cH:84]2)[P:85]([c:86]2[cH:87][cH:88][cH:89][cH:90][cH:91]2)([c:92]2[cH:93][cH:94][cH:95][cH:96][cH:97]2)[c:98]2[cH:99][cH:100][cH:101][cH:102][cH:103]2)([c:104]2[cH:105][cH:106][cH:107][cH:108][cH:109]2)[c:110]2[cH:111][cH:112][cH:113][cH:114][cH:115]2)[cH:116][cH:117]1>>[c:2]1([CH3:12])[cH:3][s:4][c:5]2[c:10]1[CH2:9][CH2:8][O:7][C:6]2=[O:11]. Starting materials: CC1=C(C(=CC=C1)C)NCCNC1=C(C=CC=C1C)C (1,2-bis(2',6'-dimethylphenyl-amino)-ethane), N#CBr (cyanogen bromide). The solvent is C=1(C(=CC=CC1)C)C (xylene), C=1(C(=CC=CC1)C)C (xylene), C=1(C(=CC=CC1)C)C (xylene). The product is Br.CC1=C(C(=CC=C1)C)N1C(N(CC1)C1=C(C=CC=C1C)C)=N (1,3-bis(2',6'-dimethylphenyl)-2-imino-imidazolidine hydrobromide). Isolated yield 99.4%. Reaction SMILES: [CH3:1][C:2]1[CH:7]=[CH:6][CH:5]=[C:4]([CH3:8])[C:3]=1[NH:9][CH2:10][CH2:11][NH:12][C:13]1[C:18]([CH3:19])=[CH:17][CH:16]=[CH:15][C:14]=1[CH3:20].[N:21]#[C:22][Br:23]>C1(C)C(C)=CC=CC=1>[BrH:23].[CH3:1][C:2]1[CH:7]=[CH:6][CH:5]=[C:4]([CH3:8])[C:3]=1[N:9]1[CH2:10][CH2:11][N:12]([C:13]2[C:18]([CH3:19])=[CH:17][CH:16]=[CH:15][C:14]=2[CH3:20])[C:22]1=[NH:21] |f:3.4|. Procedure: 500 ml of xylene are introduced into 1 liter four-necked flask equipped with a stirrer, reflux condenser, thermometer and dropping funnel of 100 ml capacity. 72.5 g (0.27 moles) of 1,2-bis(2',6'-dimethylphenyl-amino)-ethane are dissolved in the xylene, and a solution of 33.9 g (0.32 moles) of cyanogen bromide in 200 ml of xylene is added dropwise, within about 1.5 hours, to the stirred solution at an internal temperature of 110° to 115° C. After the addition the mixture is stirred for a further ... Starting materials: CS(=O)(=O)Cl, CC12CCC(=O)C=C1CCC1C2C(=O)CC2(C)C1CCC2(O)C(=O)CO, c1ccncc1. The product is CC12CCC(=O)C=C1CCC1C2C(=O)CC2(C)C1CCC2(O)C(=O)COS(C)(=O)=O. Reaction SMILES: [CH3:27][S:28]([Cl:29])(=[O:30])=[O:31].[CH:1]12[CH2:2][CH2:3][C:4]3=[CH:5][C:6](=[O:7])[CH2:8][CH2:9][C:10]3([CH3:11])[CH:12]1[C:13](=[O:14])[CH2:15][C:16]1([CH3:17])[CH:18]2[CH2:19][CH2:20][C:21]1([OH:22])[C:23](=[O:24])[CH2:25][OH:26].[cH:32]1[cH:33][cH:34][n:35][cH:36][cH:37]1>>[CH:1]12[CH2:2][CH2:3][C:4]3=[CH:5][C:6](=[O:7])[CH2:8][CH2:9][C:10]3([CH3:11])[CH:12]1[C:13](=[O:14])[CH2:15][C:16]1([CH3:17])[CH:18]2[CH2:19][CH2:20][C:21]1([OH:22])[C:23](=[O:24])[CH2:25][O:26][S:28]([CH3:27])(=[O:30])=[O:31]. Starting materials: N1=CC=CC=C1 (pyridine), NC1=NC=C(N=C1)C (2-Amino-5-methylpyrazine), ClC(=O)OC1=CC=CC=C1 (phenyl chloroformate). The solvent is C(Cl)Cl (CH2Cl2). Run at temperature 0 celsius, time 15 minute. The product is C1(=CC=CC=C1)OC(NC1=NC=C(N=C1)C)=O ((5-Methylpyrazin-2-yl)carbamic acid phenyl ester). The yield is 68.7%. RXN SMILES: [NH2:1][C:2]1[CH:7]=[N:6][C:5]([CH3:8])=[CH:4][N:3]=1.N1C=CC=CC=1.Cl[C:16]([O:18][C:19]1[CH:24]=[CH:23][CH:22]=[CH:21][CH:20]=1)=[O:17]>C(Cl)Cl>[C:19]1([O:18][C:16](=[O:17])[NH:1][C:2]2[CH:7]=[N:6][C:5]([CH3:8])=[CH:4][N:3]=2)[CH:24]=[CH:23][CH:22]=[CH:21][CH:20]=1. Procedure details: 2-Amino-5-methylpyrazine (5.16 g, 47 mmol) was dissolved in CH2Cl2 (52 mL), stirred and cooled to 0° C. under N2. To this, pyridine (4.8 mL, 59 mmol) was added followed by phenyl chloroformate (6.2 mL, 59 mmol), dropwise, over 15 min, causing a precipitate to form. The mixture was stirred at 0° C. for 1 h. Then the reaction was quenched with 0.25 M HCl (40 mL) and anhydrous ether (50 mL), and stirred at 0° C., for 30 min. The precipitate was isolated by filtration, washed with DI H2O (20 mL) and...